Dataset: the Open Reaction Database (ORD), a public repository of structured organic reaction records. Task: describe an organic reaction: reactants, conditions, products, and yield Starting materials: CCCCN1CC2CN(S(=O)(=O)c3ccc(NC(C)=O)cc3)CC(C1)C2(C)C, CCO, [K+], [OH-], O. Yields the product CCCCN1CC2CN(S(=O)(=O)c3ccc(N)cc3)CC(C1)C2(C)C. Reaction SMILES: [CH2:1]([CH2:2][CH2:3][CH3:4])[N:5]1[CH2:6][CH:7]2[CH2:8][N:9]([S:16](=[O:17])(=[O:18])[c:19]3[cH:20][cH:21][c:22]([NH:25][C:26](=[O:27])[CH3:28])[cH:23][cH:24]3)[CH2:10][CH:11]([CH2:12]1)[C:13]2([CH3:14])[CH3:15].[CH3:32][CH2:33][OH:34].[K+:30].[OH-:29].[OH2:31]>>[CH2:1]([CH2:2][CH2:3][CH3:4])[N:5]1[CH2:6][CH:7]2[CH2:8][N:9]([S:16](=[O:17])(=[O:18])[c:19]3[cH:20][cH:21][c:22]([NH2:25])[cH:23][cH:24]3)[CH2:10][CH:11]([CH2:12]1)[C:13]2([CH3:14])[CH3:15]. Starting materials: BrC=1C=C(C(=O)O)C=C(C1F)S(=O)(=O)N1CCCC1 (3-Bromo-4-fluoro-5-(pyrrolidine-1-sulfonyl)-benzoic acid), COCCN (2-methoxy-ethylamine). The solvent is [OH-].[Na+] (NaOH). Yields the product BrC=1C=C(C(=O)O)C=C(C1NCCOC)S(=O)(=O)N1CCCC1 (3-Bromo-4-(2-methoxy-ethylamino)-5-(pyrrolidine-1-sulfonyl)-benzoic acid). As a reaction SMILES: [Br:1][C:2]1[CH:3]=[C:4]([CH:8]=[C:9]([S:12]([N:15]2[CH2:19][CH2:18][CH2:17][CH2:16]2)(=[O:14])=[O:13])[C:10]=1F)[C:5]([OH:7])=[O:6].[CH3:20][O:21][CH2:22][CH2:23][NH2:24]>[OH-].[Na+]>[Br:1][C:2]1[CH:3]=[C:4]([CH:8]=[C:9]([S:12]([N:15]2[CH2:19][CH2:18][CH2:17][CH2:16]2)(=[O:14])=[O:13])[C:10]=1[NH:24][CH2:23][CH2:22][O:21][CH3:20])[C:5]([OH:7])=[O:6] |f:2.3|. Procedure: A solution of 3-Bromo-4-fluoro-5-(pyrrolidine-1-sulfonyl)-benzoic acid (500 mg) in 2-methoxy-ethylamine was heated at 80° C. for 3 h. The mixture was dissolved in 2 M aq. NaOH and washed with EtOAc. The aqueous layer was acidified with 2 M HCl and extracted with EtOAc. The organic layer was dried (Na2SO4) and concentrated in vacuo. Yield: 543 mg. The reactants are Cc1cnc(N)cn1, CC(C)=C(Cl)N(C)C, ClCCl, CC(COC(F)F)Oc1cc(OCc2ccccc2)cc(C(=O)O)c1, c1ccncc1. Yields the product Cc1cnc(NC(=O)c2cc(OCc3ccccc3)cc(OC(C)COC(F)F)c2)cn1. As a reaction SMILES: [CH3:34][c:35]1[n:36][cH:37][c:38]([NH2:41])[n:39][cH:40]1.[Cl:1][C:2]([N:3]([CH3:4])[CH3:5])=[C:6]([CH3:7])[CH3:8].[Cl:48][CH2:49][Cl:50].[F:9][CH:10]([O:11][CH2:12][CH:13]([CH3:14])[O:15][c:16]1[cH:17][c:18]([C:19](=[O:20])[OH:21])[cH:22][c:23]([O:25][CH2:26][c:27]2[cH:28][cH:29][cH:30][cH:31][cH:32]2)[cH:24]1)[F:33].[cH:42]1[cH:43][cH:44][n:45][cH:46][cH:47]1>>[F:9][CH:10]([O:11][CH2:12][CH:13]([CH3:14])[O:15][c:16]1[cH:17][c:18]([C:19](=[O:21])[NH:41][c:38]2[cH:37][n:36][c:35]([CH3:34])[cH:40][n:39]2)[cH:22][c:23]([O:25][CH2:26][c:27]2[cH:28][cH:29][cH:30][cH:31][cH:32]2)[cH:24]1)[F:33].